The task is: describe an organic reaction: reactants, conditions, products, and yield. This data is from the Open Reaction Database (ORD), a public repository of structured organic reaction records. Starting materials: C(#N)C(C1=CC=C(C=C1)Cl)N1CCNCC1 (N-(α-cyano-4-chlorobenzyl)piperazine), resultant solution, C(#N)C(C1=CC=C(C=C1)Cl)N1CCN(CC1)C(=O)OCC (N-(α-cyano-4-chlorobenzyl)-N'-ethoxycarbonylpiperazine), C([O-])([O-])=O.[K+].[K+] (potassium carbonate), ClC(=O)OCC (ethyl chloroformate). The solvent is C1=CC=CC=C1 (benzene), O (water), C1=CC=CC=C1 (benzene), C1=CC=CC=C1 (benzene). Conditions: time 2 hour. The product is Cl.C(#N)C(C1=CC=C(C=C1)Cl)N1CCN(CC1)C(=O)OCC (N-(α-cyano-4-chlorobenzyl)-N'-ethoxycarbonylpiperazine hydrochloride). As a reaction SMILES: C(C(N1CCNCC1)C1C=CC([Cl:10])=CC=1)#N.C(=O)([O-])[O-].[K+].[K+].ClC(OCC)=O.[C:29]([CH:31]([N:39]1[CH2:44][CH2:43][N:42]([C:45]([O:47][CH2:48][CH3:49])=[O:46])[CH2:41][CH2:40]1)[C:32]1[CH:37]=[CH:36][C:35]([Cl:38])=[CH:34][CH:33]=1)#[N:30]>C1C=CC=CC=1.O>[ClH:10].[C:29]([CH:31]([N:39]1[CH2:44][CH2:43][N:42]([C:45]([O:47][CH2:48][CH3:49])=[O:46])[CH2:41][CH2:40]1)[C:32]1[CH:33]=[CH:34][C:35]([Cl:38])=[CH:36][CH:37]=1)#[N:30] |f:1.2.3,8.9|. Procedure details: To 11.7 g. of N-(α-cyano-4-chlorobenzyl)piperazine was added 70 ml. of benzene and then 6.9 g. of anhydrous potassium carbonate. To the resulting solution was added dropwise 5.4 g. of ethyl chloroformate dissolved in 30 ml. of benzene with cooling. After dropping, the mixture was stirred for 2 hours at 40° - 45°C. After cooling, water was poured into the mixture to dissolve inorganic substance. The benzene layer was separated, washed with water, dried over sodium sulfate, and the solvent distill... Reactants: C(C)(C)(C)OC(=O)N[C@H](C(CP(OC)(OC)=O)=O)CC1=CC=CC=C1 (dimethyl (3S)-3-[(tert-butoxycarbonyl)amino]-2-oxo-4-phenylbutyl-phosphonate), C(=O)([O-])[O-].[K+].[K+] (K2CO3), O=CCCCC(=O)OC (methyl 5-oxo-pentanoate). The solvent is C(C)O (ethanol). Run at time 16 hour. Yields the product C(C)(C)(C)OC(=O)N[C@H](C(/C=C/CCCC(=O)OC)=O)CC1=CC=CC=C1 (methyl (5E,8S)-8-[(tert-butoxycarbonyl)amino]-7-oxo-9-phenyl-non-5-enoate). The yield is 78.4%. As a reaction SMILES: O=[CH:2][CH2:3][CH2:4][CH2:5][C:6]([O:8][CH3:9])=[O:7].[C:10]([O:14][C:15]([NH:17][C@@H:18]([CH2:28][C:29]1[CH:34]=[CH:33][CH:32]=[CH:31][CH:30]=1)[C:19](=[O:27])[CH2:20]P(=O)(OC)OC)=[O:16])([CH3:13])([CH3:12])[CH3:11].C([O-])([O-])=O.[K+].[K+]>C(O)C>[C:10]([O:14][C:15]([NH:17][C@@H:18]([CH2:28][C:29]1[CH:30]=[CH:31][CH:32]=[CH:33][CH:34]=1)[C:19](=[O:27])/[CH:20]=[CH:2]/[CH2:3][CH2:4][CH2:5][C:6]([O:8][CH3:9])=[O:7])=[O:16])([CH3:11])([CH3:12])[CH3:13] |f:2.3.4|. Procedure details: A solution of aldehyde (methyl 5-oxopentanoate) (1) (3.0 g, 23.1 mmol), in absolute ethanol (100 mL) is added, under stirring, to a solution of dimethyl (3S)-3-[(tert-butoxycarbonyl)amino]-2-oxo-4-phenylbutyl-phosphonate (2) (8.58 g, 23.1 mmol) and K2CO3 (3.2 g, 23.1 mmol), dried at 75° C. for 12 hours, in absolute ethanol (200 mL). The mixture is then stirred at room temperature for 16 hours, the solid residue is filtered off and the solution neutralised with glacial acetic acid. The solvent is... Starting materials: C1CCOC1, Nc1ccc(OCc2cccc(F)c2)c(Cl)c1, O=Cc1ccc(-c2ccc3ncnc(Cl)c3c2)o1, Cl, [Na+], [OH-]. The product is Cl, O=Cc1ccc(-c2ccc3ncnc(Nc4ccc(OCc5cccc(F)c5)c(Cl)c4)c3c2)o1. RXN SMILES: [CH2:39]1[O:40][CH2:41][CH2:42][CH2:43]1.[Cl:20][c:21]1[cH:22][c:23]([NH2:24])[cH:25][cH:26][c:27]1[O:28][CH2:29][c:30]1[cH:31][c:32]([F:36])[cH:33][cH:34][cH:35]1.[Cl:2][c:3]1[n:4][cH:5][n:6][c:7]2[cH:8][cH:9][c:10](-[c:13]3[cH:14][cH:15][c:16]([CH:18]=[O:19])[o:17]3)[cH:11][c:12]12.[ClH:1].[Na+:38].[OH-:37]>>[ClH:2].[c:3]1([NH:24][c:23]2[cH:22][c:21]([Cl:20])[c:27]([O:28][CH2:29][c:30]3[cH:31][c:32]([F:36])[cH:33][cH:34][cH:35]3)[cH:26][cH:25]2)[n:4][cH:5][n:6][c:7]2[cH:8][cH:9][c:10](-[c:13]3[cH:14][cH:15][c:16]([CH:18]=[O:19])[o:17]3)[cH:11][c:12]12.